This data is from the Open Reaction Database (ORD), a public repository of structured organic reaction records. The task is: describe an organic reaction: reactants, conditions, products, and yield Starting materials: ClCCl, CC(C)CC(C(=O)O)N1Cc2c(cccc2C(F)(F)F)C1=O, CN(C)C=O, CO, O=C(Cl)C(=O)Cl, Nc1cnccn1, Cc1cccc(C)n1. Yields the product CC(C)CC(C(=O)Nc1cnccn1)N1Cc2c(cccc2C(F)(F)F)C1=O. RXN SMILES: [CH2:44]([Cl:45])[Cl:46].[CH3:1][CH:2]([CH2:3][CH:4]([C:5](=[O:6])[OH:7])[N:8]1[C:9](=[O:21])[c:10]2[cH:11][cH:12][cH:13][c:14]([C:17]([F:18])([F:19])[F:20])[c:15]2[CH2:16]1)[CH3:22].[CH3:47][N:48]([CH3:49])[CH:50]=[O:51].[CH3:52][OH:53].[Cl:23][C:24]([C:25]([Cl:26])=[O:27])=[O:28].[NH2:29][c:30]1[n:31][cH:32][cH:33][n:34][cH:35]1.[n:36]1[c:37]([CH3:38])[cH:39][cH:40][cH:41][c:42]1[CH3:43]>>[CH3:1][CH:2]([CH2:3][CH:4]([C:5](=[O:7])[NH:29][c:30]1[n:31][cH:32][cH:33][n:34][cH:35]1)[N:8]1[C:9](=[O:21])[c:10]2[cH:11][cH:12][cH:13][c:14]([C:17]([F:18])([F:19])[F:20])[c:15]2[CH2:16]1)[CH3:22]. The reactants are O=C(O)Cn1c[nH+]c2ccccc21, C1CCOC1, Nc1ccc(F)c(Cl)c1, O=C(Cl)C(=O)Cl, ClCCl, O=C([O-])C(F)(F)F. Yields the product O=C(Cn1cnc2ccccc21)Nc1ccc(F)c(Cl)c1. RXN SMILES: [C:8](=[O:9])([OH:10])[CH2:11][n:12]1[cH:13][nH+:14][c:15]2[c:16]1[cH:17][cH:18][cH:19][cH:20]2.[CH2:39]1[O:40][CH2:41][CH2:42][CH2:43]1.[Cl:21][c:22]1[cH:23][c:24]([NH2:25])[cH:26][cH:27][c:28]1[F:29].[Cl:30][C:31]([C:32]([Cl:33])=[O:34])=[O:35].[Cl:36][CH2:37][Cl:38].[F:1][C:2]([F:3])([F:4])[C:5]([O-:6])=[O:7]>>[C:8](=[O:10])([CH2:11][n:12]1[cH:13][n:14][c:15]2[c:16]1[cH:17][cH:18][cH:19][cH:20]2)[NH:25][c:24]1[cH:23][c:22]([Cl:21])[c:28]([F:29])[cH:27][cH:26]1. Starting materials: B, C1CCOC1, C1CCOC1, O=C(O)c1cc([N+](=O)[O-])ccc1F. The product is O=[N+]([O-])c1ccc(F)c(CO)c1. As a reaction SMILES: [BH3:14].[CH2:15]1[O:16][CH2:17][CH2:18][CH2:19]1.[CH2:20]1[O:21][CH2:22][CH2:23][CH2:24]1.[F:1][c:2]1[c:3]([C:4](=[O:5])[OH:6])[cH:7][c:8]([N+:11](=[O:12])[O-:13])[cH:9][cH:10]1>>[F:1][c:2]1[c:3]([CH2:4][OH:5])[cH:7][c:8]([N+:11](=[O:12])[O-:13])[cH:9][cH:10]1. Solvent: C1COCCO1. The reagents and catalysts are C(=O)([O-])[O-].[Cs+].[Cs+], CC1(C2=C(C(=CC=C2)P(C3=CC=CC=C3)C4=CC=CC=C4)OC5=C1C=CC=C5P(C6=CC=CC=C6)C7=CC=CC=C7)C, CC(=O)O.CC(=O)O.[Pd]. The product is CN(C)C(=O)C1=CC2=C(C(=C1)C3CCCN3C4=CC(=CC(=C4)C#N)F)OC(=CC2=O)N5CCOCC5. Yield: 52.4%. Procedure details: diacetoxypalladium (3.93 mg, 0.02 mmol) was added to a stirred mixture of N,N-dimethyl-2-morpholino-4-oxo-8-(pyrrolidin-2-yl)-4H-chromene-6-carboxamide (130 mg, 0.35 mmol), (9,9-dimethyl-9H-xanthene-4,5-diyl)bis(diphenylphosphine) (20.25 mg, 0.03 mmol), 3-bromo-5-fluorobenzonitrile (88 mg, 0.44 mmol) and cesium carbonate (171 mg, 0.52 mmol) dissolved in 1,4-dioxane (4 ml). The resulting suspension was degased with argon and then stirred at 100 °C (18:00) for 15 hours.  The reaction mixture was a... Run at temperature 100 celsius. Starting materials: CN(C)C(=O)C1=CC2=C(C(=C1)C3CCCN3)OC(=CC2=O)N4CCOCC4, C1=C(C=C(C=C1F)Br)C#N. The reactants are OC=C1C(NC2=CC=CC=C12)=O (3-[(hydroxy)-methylene]-1,3-dihydro-indol-2-one), NC1=CC=CC=C1 (aniline). Run in O1CCCC1 (tetrahydrofuran). Yields the product C1(=CC=CC=C1)NC=C1C(NC2=CC=CC=C12)=O (Phenylaminomethylene-1,3-dihydro-indol-2-one). Reaction SMILES: O[CH:2]=[C:3]1[C:11]2[C:6](=[CH:7][CH:8]=[CH:9][CH:10]=2)[NH:5][C:4]1=[O:12].[NH2:13][C:14]1[CH:19]=[CH:18][CH:17]=[CH:16][CH:15]=1>O1CCCC1>[C:14]1([NH:13][CH:2]=[C:3]2[C:11]3[C:6](=[CH:7][CH:8]=[CH:9][CH:10]=3)[NH:5][C:4]2=[O:12])[CH:19]=[CH:18][CH:17]=[CH:16][CH:15]=1. Procedure details: E & Z 3-[(hydroxy)-methylene]-1,3-dihydro-indol-2-one is reacted with 0.022 gms. of aniline by refluxing in tetrahydrofuran (1.2 mL) for 12 hours to yield a quantitative amount (39 mg) of the named compound as a solid following concentration in vacuo, dilution with isopropanol and filtration. The reactants are ClC1=C(COCCN(C(NC=2SC(=CN2)SCC(C(=O)O)(C)C)=O)[C@@H]2CC[C@H](CC2)C)C=CC=C1 (3-{2-[3-[2-(2-chloro-benzyloxy)-ethyl]-3-(trans-4-methyl-cyclohexyl)-ureido]-thiazol-5-ylsulfanyl}-2,2-dimethyl-propionic acid), BrCC1CC1 (bromomethyl-cyclopropane), C(C)OC(CSC1=CN=C(S1)N)=O ((2-aminothiazol-5-ylsulfanyl)acetic acid ethyl ester). Yields the product C1(CC1)COCCN(C(NC=1SC(=CN1)SCC(=O)O)=O)[C@@H]1CC[C@H](CC1)C ({2-[3-(2-Cyclopropylmethoxy-ethyl)-3-(trans-4-methyl-cyclohexyl)-ureido]-thiazol-5-ylsulfanyl}-acetic acid). RXN SMILES: ClC1C=C[CH:33]=[CH:32][C:3]=1[CH2:4][O:5][CH2:6][CH2:7][N:8]([C@H:25]1[CH2:30][CH2:29][C@H:28]([CH3:31])[CH2:27][CH2:26]1)[C:9](=[O:24])[NH:10][C:11]1[S:12][C:13]([S:16][CH2:17]C(C)(C)C(O)=O)=[CH:14][N:15]=1.BrCC1CC1.C([O:43][C:44](=[O:53])CSC1SC(N)=NC=1)C>>[CH:3]1([CH2:4][O:5][CH2:6][CH2:7][N:8]([C@H:25]2[CH2:30][CH2:29][C@H:28]([CH3:31])[CH2:27][CH2:26]2)[C:9](=[O:24])[NH:10][C:11]2[S:12][C:13]([S:16][CH2:17][C:44]([OH:53])=[O:43])=[CH:14][N:15]=2)[CH2:33][CH2:32]1. Procedure details: The compound was prepared following an analogous procedure to the one described for the synthesis of 3-{2-[3-[2-(2-chloro-benzyloxy)-ethyl]-3-(trans-4-methyl-cyclohexyl)-ureido]-thiazol-5-ylsulfanyl}-2,2-dimethyl-propionic acid using bromomethyl-cyclopropane and (2-aminothiazol-5-ylsulfanyl)acetic acid ethyl ester. Reactants: C([O-])([O-])=O.[K+].[K+] (Potassium carbonate), C(#N)C=1C=C(C=CC1NC(C(F)(F)F)=O)NC(C1=C(C=CC=C1)F)=O (N-[3-cyano-4-(2,2,2-trifluoroacetyl-amino)-phenyl]-2-fluoro-benzamide). Solvent: CO (methanol), O (water). Product: NC1=C(C=C(C=C1)NC(C1=C(C=CC=C1)F)=O)C#N (N-(4-Amino-3-cyanophenyl)-2-fluoro-benzamide). Reaction SMILES: C(=O)([O-])[O-].[K+].[K+].[C:7]([C:9]1[CH:10]=[C:11]([NH:22][C:23](=[O:31])[C:24]2[CH:29]=[CH:28][CH:27]=[CH:26][C:25]=2[F:30])[CH:12]=[CH:13][C:14]=1[NH:15]C(=O)C(F)(F)F)#[N:8]>CO.O>[NH2:15][C:14]1[CH:13]=[CH:12][C:11]([NH:22][C:23](=[O:31])[C:24]2[CH:29]=[CH:28][CH:27]=[CH:26][C:25]=2[F:30])=[CH:10][C:9]=1[C:7]#[N:8] |f:0.1.2|. Procedure: Potassium carbonate (5.0 g) is added to a solution of N-[3-cyano-4-(2,2,2-trifluoroacetyl-amino)-phenyl]-2-fluoro-benzamide (2.5 g) in methanol (270 mL) and water (16 mL) and the mixture is refluxed overnight. After removing the solvent under reduced pressure, the residue is suspended in water and extracted with dichloromethane. The organic extracts are pooled, washed with water and then saturated aqueous sodium chloride, dried over anhydrous magnesium sulfate, filtered and concentrated under re... The reactants are C12C(CCCC1)C(=O)OC2=O (cyclohexane-1,2-dicarboxylic acid anhydride), NC1=CC=C(C=C1)CC(=O)O (p-aminophenylacetic acid). Product: O=C1N(C(C2CCCCC12)=O)C1=CC=C(C=C1)CC(=O)O (4-(1,3-dioxo-hexahydro-2-isoindolinyl)phenylacetic acid). As a reaction SMILES: [CH:1]12[C:10](=[O:11])[O:9][C:7](=O)[CH:2]1[CH2:3][CH2:4][CH2:5][CH2:6]2.[NH2:12][C:13]1[CH:18]=[CH:17][C:16]([CH2:19][C:20]([OH:22])=[O:21])=[CH:15][CH:14]=1>>[O:9]=[C:7]1[CH:2]2[CH:1]([CH2:6][CH2:5][CH2:4][CH2:3]2)[C:10](=[O:11])[N:12]1[C:13]1[CH:14]=[CH:15][C:16]([CH2:19][C:20]([OH:22])=[O:21])=[CH:17][CH:18]=1. Reported procedure: Equimolar amounts of cyclohexane-1,2-dicarboxylic acid anhydride and p-aminophenylacetic acid were reacted as described in step (a) of Example 1, yielding quantitatively 4-(1,3-dioxo-hexahydro-2-isoindolinyl)phenylacetic acid (melting point 219°-221° C.). Reactants: O=C(O)c1cc(-c2ccc(OCc3ccccc3)cc2)on1, CCN=C=NCCCN(C)C, CCN(C(C)C)C(C)C, Cl, O=C(O)C(F)(F)F, NCC(=O)N1CCN(C(=O)c2ccccc2C(F)(F)F)CC1, CN(C)C=O, O, On1nnc2ccccc21. Product: O=C(NCC(=O)N1CCN(C(=O)c2ccccc2C(F)(F)F)CC1)c1cc(-c2ccc(OCc3ccccc3)cc2)on1. RXN SMILES: [CH2:61]([c:62]1[cH:63][cH:64][cH:65][cH:66][cH:67]1)[O:68][c:69]1[cH:70][cH:71][c:72](-[c:75]2[cH:76][c:77]([C:80](=[O:81])[OH:82])[n:78][o:79]2)[cH:73][cH:74]1.[CH3:49][CH2:50][N:51]=[C:52]=[N:53][CH2:54][CH2:55][CH2:56][N:57]([CH3:58])[CH3:59].[CH:1]([N:2]([CH2:3][CH3:4])[CH:5]([CH3:6])[CH3:7])([CH3:8])[CH3:9].[ClH:60].[F:32][C:33]([F:34])([F:35])[C:36]([OH:37])=[O:38].[NH2:10][CH2:11][C:12](=[O:13])[N:14]1[CH2:15][CH2:16][N:17]([C:20]([c:21]2[c:22]([C:27]([F:28])([F:29])[F:30])[cH:23][cH:24][cH:25][cH:26]2)=[O:31])[CH2:18][CH2:19]1.[O:83]=[CH:84][N:85]([CH3:86])[CH3:87].[OH2:88].[OH:39][n:40]1[c:41]2[c:42]([cH:43][cH:44][cH:45][cH:46]2)[n:47][n:48]1>>[NH:10]([CH2:11][C:12](=[O:13])[N:14]1[CH2:15][CH2:16][N:17]([C:20]([c:21]2[c:22]([C:27]([F:28])([F:29])[F:30])[cH:23][cH:24][cH:25][cH:26]2)=[O:31])[CH2:18][CH2:19]1)[C:80]([c:77]1[cH:76][c:75](-[c:72]2[cH:71][cH:70][c:69]([O:68][CH2:61][c:62]3[cH:63][cH:64][cH:65][cH:66][cH:67]3)[cH:74][cH:73]2)[o:79][n:78]1)=[O:81].